Dataset: the Open Reaction Database (ORD), a public repository of structured organic reaction records. Task: describe an organic reaction: reactants, conditions, products, and yield The reactants are CC(C)(C)OC(=O)N1CCC(Cc2ccccc2)(C(=O)O)CC1, CCN=C=NCCCN(C)C, ClCCl, CN(C)N, CCN(C(C)C)C(C)C, Cl, On1nnc2cccnc21. As a reaction SMILES: [C:1]([CH3:2])([CH3:3])([CH3:4])[O:5][C:6](=[O:7])[N:8]1[CH2:9][CH2:10][C:11]([C:14](=[O:15])[OH:16])([CH2:17][c:18]2[cH:19][cH:20][cH:21][cH:22][cH:23]2)[CH2:12][CH2:13]1.[CH2:35]([N:36]=[C:37]=[N:38][CH2:39][CH2:40][CH2:41][N:42]([CH3:43])[CH3:44])[CH3:45].[CH2:59]([Cl:60])[Cl:61].[CH3:46][N:47]([NH2:48])[CH3:49].[CH:50]([N:51]([CH:52]([CH3:53])[CH3:54])[CH2:55][CH3:56])([CH3:57])[CH3:58].[ClH:34].[OH:24][n:25]1[c:26]2[n:27][cH:28][cH:29][cH:30][c:31]2[n:32][n:33]1>>[C:1]([CH3:2])([CH3:3])([CH3:4])[O:5][C:6](=[O:7])[N:8]1[CH2:9][CH2:10][C:11]([C:14](=[O:15])[NH:48][N:47]([CH3:46])[CH3:49])([CH2:17][c:18]2[cH:19][cH:20][cH:21][cH:22][cH:23]2)[CH2:12][CH2:13]1. Product: CN(C)NC(=O)C1(Cc2ccccc2)CCN(C(=O)OC(C)(C)C)CC1. RXN SMILES: [CH2:14]([CH3:15])[NH:16][CH:17]1[CH2:18][CH2:19][CH2:20][CH2:21][CH2:22]1.[CH3:23][CH2:24][CH2:25][CH2:26][CH2:27][CH3:28].[F:1][c:2]1[cH:3][cH:4][c:5]([C:6]([CH3:7])([CH3:8])[N:9]=[C:10]=[O:11])[cH:12][cH:13]1>>[F:1][c:2]1[cH:3][cH:4][c:5]([C:6]([CH3:7])([CH3:8])[NH:9][C:10](=[O:11])[N:16]([CH2:14][CH3:15])[CH:17]2[CH2:18][CH2:19][CH2:20][CH2:21][CH2:22]2)[cH:12][cH:13]1. The product is CCN(C(=O)NC(C)(C)c1ccc(F)cc1)C1CCCCC1. Starting materials: CCNC1CCCCC1, CCCCCC, CC(C)(N=C=O)c1ccc(F)cc1. The reactants are NC=1SC=C(N1)/C(/C(=O)O)=N/OC (2-(2-Aminothiazol-4-yl)-2-Z-methoxyiminoacetic acid), C(C)(C)N(CC)C(C)C (diisopropylethylamine), CS(=O)(=O)Cl (methanesulphonyl chloride), N[C@H]1[C@@H]2N(C(=C(CS2)/C=C\2/OC(=O)C3=CC=CC=C23)C(=O)OC(C2=CC=CC=C2)C2=CC=CC=C2)C1=O (diphenylmethyl 7β-amino-3-(E-phthalidylidenemethyl)ceph-3-em-4-carboxylate). The solvent is CN(C)C=O (DMF), ClCCl (dichloromethane), ClCCl (dichloromethane), N1=CC=CC=C1 (pyridine). Yields the product NC=1SC=C(N1)/C(/C(=O)N[C@H]1[C@@H]2N(C(=C(CS2)/C=C\2/OC(=O)C3=CC=CC=C23)C(=O)OC(C2=CC=CC=C2)C2=CC=CC=C2)C1=O)=N/OC (Diphenylmethyl 7β-[2-(2-Aminothiazol-4-yl)-2-Z-methoxyiminoacetamido1-3-(E-phthalidylidenemethyl)ceph-3-em-4-carboxylate), 1600(w). As a reaction SMILES: [NH2:1][C:2]1[S:3][CH:4]=[C:5](/[C:7](=[N:11]/[O:12][CH3:13])/[C:8]([OH:10])=O)[N:6]=1.C(N(C(C)C)CC)(C)C.CS(Cl)(=O)=O.[NH2:28][C@@H:29]1[C:63](=[O:64])[N:31]2[C:32]([C:47]([O:49][CH:50]([C:57]3[CH:62]=[CH:61][CH:60]=[CH:59][CH:58]=3)[C:51]3[CH:56]=[CH:55][CH:54]=[CH:53][CH:52]=3)=[O:48])=[C:33](/[CH:36]=[C:37]3/[O:38][C:39]([C:41]4[C:46]/3=[CH:45][CH:44]=[CH:43][CH:42]=4)=[O:40])[CH2:34][S:35][C@H:30]12>CN(C=O)C.ClCCl.N1C=CC=CC=1>[NH2:1][C:2]1[S:3][CH:4]=[C:5](/[C:7](=[N:11]/[O:12][CH3:13])/[C:8]([NH:28][C@@H:29]2[C:63](=[O:64])[N:31]3[C:32]([C:47]([O:49][CH:50]([C:57]4[CH:62]=[CH:61][CH:60]=[CH:59][CH:58]=4)[C:51]4[CH:52]=[CH:53][CH:54]=[CH:55][CH:56]=4)=[O:48])=[C:33](/[CH:36]=[C:37]4/[O:38][C:39]([C:41]5[C:46]/4=[CH:45][CH:44]=[CH:43][CH:42]=5)=[O:40])[CH2:34][S:35][C@H:30]23)=[O:10])[N:6]=1. Procedure details: 2-(2-Aminothiazol-4-yl)-2-Z-methoxyiminoacetic acid (0.018 g) in dry DMF (2 mls) under argon was cooled to -50° C. and treated successively with diisopropylethylamine (0.091 mls) and methanesulphonyl chloride (0.04 mls) for 1 h. A solution of diphenylmethyl 7β-amino-3-(E-phthalidylidenemethyl)ceph-3-em-4-carboxylate (0.222 g) in dichloromethane (3 mls) and pyridine (0.035 mls) was added to the activated intermediate at -50° C. and the solution then allowed to warm slowly to room temperature. The...